This data is from the Open Reaction Database (ORD), a public repository of structured organic reaction records. The task is: describe an organic reaction: reactants, conditions, products, and yield Starting materials: CC1=CC=C(C(=O)OC2CCN(CC2)CC2=C(C=CC=C2)[N+](=O)[O-])C=C1 (1-(2-nitro-benzyl)-piperidin-4-yl 4-methyl-benzoate). The reagents and catalysts are [Ni] (Raney-nickel). The solvent is C(C)O (ethanol). Run at time 2 hour. Product: CC1=CC=C(C(=O)OC2CCN(CC2)CC2=C(C=CC=C2)N)C=C1 (1-(2-amino-benzyl)-piperidin-4-yl 4-methyl-benzoate). Yield: 86.3%. As a reaction SMILES: [CH3:1][C:2]1[CH:26]=[CH:25][C:5]([C:6]([O:8][CH:9]2[CH2:14][CH2:13][N:12]([CH2:15][C:16]3[CH:21]=[CH:20][CH:19]=[CH:18][C:17]=3[N+:22]([O-])=O)[CH2:11][CH2:10]2)=[O:7])=[CH:4][CH:3]=1>C(O)C.[Ni]>[CH3:1][C:2]1[CH:3]=[CH:4][C:5]([C:6]([O:8][CH:9]2[CH2:10][CH2:11][N:12]([CH2:15][C:16]3[CH:21]=[CH:20][CH:19]=[CH:18][C:17]=3[NH2:22])[CH2:13][CH2:14]2)=[O:7])=[CH:25][CH:26]=1. Reported procedure: 0.32 g (0.0009 mol) of 1-(2-nitro-benzyl)-piperidin-4-yl 4-methyl-benzoate was dissolved in 18 ml of ethanol and treated with 0.192 g of Raney-nickel. The mixture was hydrogenated at room temperature and under normal pressure for 2 hrs. The catalyst was filtered off and, after concentration, the residue was chromatographed on silica gel with ethyl acetate/hexane (1:4) as the eluent. 0.252 g (86%) of 1-(2-amino-benzyl)-piperidin-4-yl 4-methyl-benzoate was obtained as yellowish crystals; m.p. 123°... Starting materials: O=C(O)C(=O)O, Cc1ccc(-c2oncc2C(=O)O)cc1, Fc1ccc(C2CCNC2)cc1. The product is Cc1ccc(-c2oncc2C(=O)N2CCC(c3ccc(F)cc3)C2)cc1. RXN SMILES: [C:16]([OH:17])(=[O:18])[C:19]([OH:20])=[O:21].[CH3:1][c:2]1[cH:3][cH:4][c:5](-[c:8]2[c:9]([C:13](=[O:14])[OH:15])[cH:10][n:11][o:12]2)[cH:6][cH:7]1.[F:22][c:23]1[cH:24][cH:25][c:26]([CH:29]2[CH2:30][NH:31][CH2:32][CH2:33]2)[cH:27][cH:28]1>>[CH3:1][c:2]1[cH:3][cH:4][c:5](-[c:8]2[c:9]([C:13](=[O:15])[N:31]3[CH2:30][CH:29]([c:26]4[cH:25][cH:24][c:23]([F:22])[cH:28][cH:27]4)[CH2:33][CH2:32]3)[cH:10][n:11][o:12]2)[cH:6][cH:7]1. The reactants are ClC1=CC=C(C=C1)C=1C(OC2=CC(=CC=C2C1CC1=CC=C(C=C1)O)OC)=O (3-(4-chlorophenyl)-4-(4-hydroxybenzyl)-7-methoxychromen-2-one), BrC(C)Br (dibromoethane), C(=O)([O-])[O-].[K+].[K+] (K2CO3). Run in CC(=O)C (acetone). Yields the product ClC1=CC=C(C=C1)C=1C(OC2=CC(=CC=C2C1CC1=CC=C(C=C1)OCCBr)OC)=O (3(4-chlorophenyl)-4-(4-(2-bromoethoxy)benzyl)-7-methoxychromen-2-one). Yield: 83.4%. As a reaction SMILES: [Cl:1][C:2]1[CH:7]=[CH:6][C:5]([C:8]2[C:9](=[O:28])[O:10][C:11]3[C:16]([C:17]=2[CH2:18][C:19]2[CH:24]=[CH:23][C:22]([OH:25])=[CH:21][CH:20]=2)=[CH:15][CH:14]=[C:13]([O:26][CH3:27])[CH:12]=3)=[CH:4][CH:3]=1.[Br:29][CH:30](Br)[CH3:31].C([O-])([O-])=O.[K+].[K+]>CC(C)=O>[Cl:1][C:2]1[CH:3]=[CH:4][C:5]([C:8]2[C:9](=[O:28])[O:10][C:11]3[C:16]([C:17]=2[CH2:18][C:19]2[CH:24]=[CH:23][C:22]([O:25][CH2:31][CH2:30][Br:29])=[CH:21][CH:20]=2)=[CH:15][CH:14]=[C:13]([O:26][CH3:27])[CH:12]=3)=[CH:6][CH:7]=1 |f:2.3.4|. Procedure: A solution of 3-(4-chlorophenyl)-4-(4-hydroxybenzyl)-7-methoxychromen-2-one (21.2 g, 54 mmol), dibromoethane (50.7 g, 270 mmol), and K2CO3 (8.3 g, 60 mmol) in 200 mL of acetone was heated at reflux for 12 h. The reaction mixture was cooled to room temperature and volatiles were removed under reduced pressure. Hexanes (500 mL) was added with stirring and the resulting solid that formed was collected by filtration. The material was rinsed with hexanes (2×100 mL), collected and dried under vacuum t...